This data is from the Open Reaction Database (ORD), a public repository of structured organic reaction records. The task is: describe an organic reaction: reactants, conditions, products, and yield Starting materials: C1(=CC=C(C=C1)C(=O)[C@H]1CCC(N1)=O)C1=CC=CC=C1 ((R)-5-(biphenyl-4-carbonyl)pyrrolidin-2-one), S(O)(O)(=O)=O (sulphuric acid). Run in O1CCCC1 (tetrahydrofuran). Reaction conditions: temperature 30 celsius, time 20 hour. Yields the product C1(=CC=C(C=C1)C[C@H]1CCC(N1)=O)C1=CC=CC=C1 ((R)-5-biphenyl-4-ylmethylpyrrolidin-2-one). RXN SMILES: [C:1]1([C:15]2[CH:20]=[CH:19][CH:18]=[CH:17][CH:16]=2)[CH:6]=[CH:5][C:4]([C:7]([C@@H:9]2[NH:13][C:12](=[O:14])[CH2:11][CH2:10]2)=O)=[CH:3][CH:2]=1.S(=O)(=O)(O)O>O1CCCC1>[C:1]1([C:15]2[CH:16]=[CH:17][CH:18]=[CH:19][CH:20]=2)[CH:2]=[CH:3][C:4]([CH2:7][C@@H:9]2[NH:13][C:12](=[O:14])[CH2:11][CH2:10]2)=[CH:5][CH:6]=1. Procedure details: 14 g of (R)-5-(biphenyl-4-carbonyl)pyrrolidin-2-one are suspended in 80 ml tetrahydrofuran. Subsequently 331 mg of concentrated sulphuric acid are added and the reaction vessel is purged with argon. 1.4 g of palladium on carbon 10% m/m (W. C. Heraeus GmbH, Type K-0218) is added and the mixture is stirred under an atmosphere of hydrogen (3 bar) at 30° C. for 20 h. The black suspension is filtered and the filter cake is washed with tetrahydrofuran. After the addition of 50 ml water, the pH of the ... Reactants: CC(C)(C)[O-], CC1(C)OC(=O)c2ccc(Cn3cncn3)cc21, CN(C)C=O, O=[N+]([O-])c1ccc(F)cc1, [K+]. Yields the product CC1(C)OC(=O)c2ccc(C(c3ccc([N+](=O)[O-])cc3)n3cncn3)cc21. RXN SMILES: [CH3:19][C:20]([CH3:21])([O-:22])[CH3:23].[CH3:1][C:2]1([CH3:18])[O:3][C:4](=[O:17])[c:5]2[cH:6][cH:7][c:8]([CH2:11][n:12]3[n:13][cH:14][n:15][cH:16]3)[cH:9][c:10]21.[CH3:35][N:36]([CH3:37])[CH:38]=[O:39].[F:25][c:26]1[cH:27][cH:28][c:29]([N+:32](=[O:33])[O-:34])[cH:30][cH:31]1.[K+:24]>>[CH3:1][C:2]1([CH3:18])[O:3][C:4](=[O:17])[c:5]2[cH:6][cH:7][c:8]([CH:11]([n:12]3[n:13][cH:14][n:15][cH:16]3)[c:26]3[cH:27][cH:28][c:29]([N+:32](=[O:33])[O-:34])[cH:30][cH:31]3)[cH:9][c:10]21. Starting materials: NC1(C(NC2=CC=C(C=C12)OCC)=O)C1=C(C=CC=C1)Cl (3-amino-3-(2-chlorophenyl)-5-ethoxy-1,3-dihydroindol-2-one), COC1=C(C=CC(=C1)[N+](=O)[O-])S(=O)(=O)Cl (2-methoxy-4-nitrobenzenesulfonyl chloride). The product is NC1(C(N(C2=CC=C(C=C12)OCC)S(=O)(=O)C1=C(C=C(C=C1)[N+](=O)[O-])OC)=O)C1=C(C=CC=C1)Cl (3-Amino-3-(2-chlorophenyl)-5-ethoxy-1,3-dihydro-1-(2-methoxy-4-nitrobenzenesulfonyl)indol-2-one). RXN SMILES: [NH2:1][C:2]1([C:15]2[CH:20]=[CH:19][CH:18]=[CH:17][C:16]=2[Cl:21])[C:10]2[C:5](=[CH:6][CH:7]=[C:8]([O:11][CH2:12][CH3:13])[CH:9]=2)[NH:4][C:3]1=[O:14].[CH3:22][O:23][C:24]1[CH:29]=[C:28]([N+:30]([O-:32])=[O:31])[CH:27]=[CH:26][C:25]=1[S:33](Cl)(=[O:35])=[O:34]>>[NH2:1][C:2]1([C:15]2[CH:20]=[CH:19][CH:18]=[CH:17][C:16]=2[Cl:21])[C:10]2[C:5](=[CH:6][CH:7]=[C:8]([O:11][CH2:12][CH3:13])[CH:9]=2)[N:4]([S:33]([C:25]2[CH:26]=[CH:27][C:28]([N+:30]([O-:32])=[O:31])=[CH:29][C:24]=2[O:23][CH3:22])(=[O:34])=[O:35])[C:3]1=[O:14]. Procedure details: This compound is prepared according to the procedure described in EXAMPLE 16 from 3-amino-3-(2-chlorophenyl)-5-ethoxy-1,3-dihydroindol-2-one and 2-methoxy-4-nitrobenzenesulfonyl chloride. Crystallization from a DCM/iso ether mixture gives the expected product, which crystallizes with 0.25 mol of iso ether. M.p.=129°-132° C. The reactants are ClC=1C(=C(C=C(C1)C(F)(F)F)NC(C1=CC=NC=C1)=O)O (N-[3-chloro-5-(trifluoromethyl)-2-hydroxyphenyl]isonicotinamide), O1CCCC1 (tetrahydrofuran), C1(=CC=CC=C1)P(C1=CC=CC=C1)C1=CC=CC=C1 (triphenylphosphine), N(=NC(=O)OCC)C(=O)OCC (diethyl azodicarboxylate). The solvent is C1(=CC=CC=C1)C (toluene). Conditions: time 2.5 hour. The product is N1=CC=C(C=C1)C=1OC2=C(N1)C=C(C=C2Cl)C(F)(F)F (2-(pyridin-4-yl)-7-chloro-5-(trifluoromethyl)benzoxazole). As a reaction SMILES: [Cl:1][C:2]1[C:3]([OH:21])=[C:4]([NH:12][C:13](=O)[C:14]2[CH:19]=[CH:18][N:17]=[CH:16][CH:15]=2)[CH:5]=[C:6]([C:8]([F:11])([F:10])[F:9])[CH:7]=1.O1CCCC1.C1(P(C2C=CC=CC=2)C2C=CC=CC=2)C=CC=CC=1.N(C(OCC)=O)=NC(OCC)=O>C1(C)C=CC=CC=1>[N:17]1[CH:16]=[CH:15][C:14]([C:13]2[O:21][C:3]3[C:2]([Cl:1])=[CH:7][C:6]([C:8]([F:9])([F:10])[F:11])=[CH:5][C:4]=3[N:12]=2)=[CH:19][CH:18]=1. Procedure: To a mixture of 0.42 g of N-[3-chloro-5-(trifluoromethyl)-2-hydroxyphenyl]isonicotinamide, 5 ml of tetrahydrofuran and 0.38 g of triphenylphosphine, 0.64 g of 40% toluene solution of diethyl azodicarboxylate was added dropwise at room temperature. The reaction mixture was stirred while heating at room temperature for one hour and then at 50° C. for 2.5 hours. The reaction mixture was cooled to room temperature, and then concentrated under reduced pressure. The residue was subjected to silica gel... The reactants are Cl.C1(=CC=CC=C1)C(C)N1C(OC(C1)CNC(C)C1=CC=CC=C1)=O (3-(1-phenylethyl)-5-[(1-phenylethyl)aminomethyl]-1,3-oxazolidin-2-one hydrochloride). The solvent is ClCCl (dichloromethane). Product: C1(=CC=CC=C1)C(C)N1C(OC(C1)CNC(C)C1=CC=CC=C1)=O (3-(1-phenylethyl)-5-[(1-phenylethyl)aminomethyl]-1,3-oxazolidin-2-one). Isolated yield 97.0%. RXN SMILES: Cl.[C:2]1([CH:8]([N:10]2[CH2:14][CH:13]([CH2:15][NH:16][CH:17]([C:19]3[CH:24]=[CH:23][CH:22]=[CH:21][CH:20]=3)[CH3:18])[O:12][C:11]2=[O:25])[CH3:9])[CH:7]=[CH:6][CH:5]=[CH:4][CH:3]=1>ClCCl>[C:2]1([CH:8]([N:10]2[CH2:14][CH:13]([CH2:15][NH:16][CH:17]([C:19]3[CH:24]=[CH:23][CH:22]=[CH:21][CH:20]=3)[CH3:18])[O:12][C:11]2=[O:25])[CH3:9])[CH:3]=[CH:4][CH:5]=[CH:6][CH:7]=1 |f:0.1|. Reported procedure: To a reaction flask were added 6.10 g (20.49 mmol) of 1,3-bis-[1-phenylethylamino]-2-propanol (2a) and 60 ml of toluene. The mixture was cooled to 0° C. in an ice bath before 6.11 g (37.70 mmol) of carbonyldiimidazole was added and allowed to react for 30 minutes at 0° C. After the reaction was completed, the reaction mixture was washed with 5% aqueous HCl to separate an organic layer. The organic layer was then dried by anhydrous sodium sulfate and filtered, subsequently evaporated under reduce... Reactants: COC[C@H](OC)[C@@H](OC)[C@H](O)[C@H](OC)COC (1,2,3,5,6-penta-O-methyl-D-sorbitol), CO[C@@H](C=O)[C@@H](OC)[C@H](OC)[C@H](O)COC (2,3,4,6-tetra-O-methyl-D-glucose), S(O)(O)(=O)=O (sulfuric acid), Sugar, ( a ), O=C[C@H](O)[C@@H](O)[C@H](O)[C@H](O)CO (D-glucose), ( b ), OC[C@H](O)[C@@H](O)[C@H](O)[C@H](O)CO (D-sorbitol). Yields the product ( d ), C([C@@H]1[C@H]([C@@H]([C@H]([C@H](O1)O[C@H]([C@@H](CO)O)[C@@H]([C@H](CO)O)O)O)O)O)O (maltitol). As a reaction SMILES: S(=O)(=O)(O)O.[O:6]=[CH:7][C@@H:8]([C@H:10]([C@@H:12]([C@@H:14]([CH2:16][OH:17])[OH:15])[OH:13])[OH:11])[OH:9].[OH:18][CH2:19][C@@H:20]([C@H:22]([C@@H:24]([C@@H:26]([CH2:28][OH:29])[OH:27])O)[OH:23])[OH:21].CO[C@H]([C@H]([C@@H]([C@@H](COC)O)OC)OC)C=O.COC[C@@H]([C@H]([C@@H]([C@@H](COC)OC)O)OC)OC>>[CH2:16]([OH:17])[C@H:14]1[O:15][C@H:7]([O:6][C@@H:24]([C@H:22]([OH:23])[C@@H:20]([OH:21])[CH2:19][OH:18])[C@H:26]([OH:27])[CH2:28][OH:29])[C@H:8]([OH:9])[C@@H:10]([OH:11])[C@@H:12]1[OH:13]. Procedure details: Sugar components: (a) Acid hydrolysis using 1N sulfuric acid, and subsequent paper and gas-liquid chromatographic analyses confirmed the presence of equimolar D-glucose and D-sorbitol fractions; (b) Complete methylation, hydrolysis and subsequent gas-liquid chromatographic analysis confirmed the presence of equimolar 2,3,4,6-tetra-O-methyl-D-glucose and 1,2,3,5,6-penta-O-methyl-D-sorbitol fractions; (c) The high specific rotation, [α]D20, of +106.5° and the infrared absorption neighboring 840 cm... Reactants: C(C)=O (acetaldehyde), C(#N)C1(CCCC1)C1=CC=C(C=C1)[N+](=O)[O-] (1-cyano-1-(4-nitrophenyl)cyclopentane), [H][H] (hydrogen), [H][H] (hydrogen), [H][H] (hydrogen), C(C)O (ethanol). Reagents/catalysts: [Pd] (Pd/C), [Pd] (Pd/C). Reaction conditions: time 16 hour. Product: C(#N)C1(CCCC1)C1=CC=C(C=C1)N(CC)CC (1-Cyano-1-(4-diethylaminophenyl)cyclopentane). RXN SMILES: [C:1]([C:3]1([C:8]2[CH:13]=[CH:12][C:11]([N+:14]([O-])=O)=[CH:10][CH:9]=2)[CH2:7][CH2:6][CH2:5][CH2:4]1)#[N:2].[H][H].[CH:19](=O)[CH3:20].[CH2:22](O)[CH3:23]>[Pd]>[C:1]([C:3]1([C:8]2[CH:13]=[CH:12][C:11]([N:14]([CH2:19][CH3:20])[CH2:22][CH3:23])=[CH:10][CH:9]=2)[CH2:7][CH2:6][CH2:5][CH2:4]1)#[N:2]. Procedure: In a pressure reactor was placed 43.4 g (0.2 mole) of 1-cyano-1-(4-nitrophenyl)cyclopentane and 500 mL of absolute ethanol. One gram of 5% Pd/C was added, the reactor charged with hydrogen and shaken at room temperature until the theoretical amount of hydrogen had been taken up. The reactor was vented and 22 g (0.5 mole) of acetaldehyde and 2 g of 10% Pd/C was added. The reactor was charged with hydrogen and shaken at room temperature for 16 hours. The reaction mixture was then filtered and the ... Starting materials: C(C1=CC=CC=C1)N(CCO)C (N-benzyl-N-methyl ethanolamine), N1CCC(CC1)OC(NC1=C(C=CC=C1)C1=CC=CC=C1)=O (biphenyl-2-ylcarbamic acid piperidin-4-yl ester). The product is C(C1=CC=CC=C1)CNCCN1CCC(CC1)OC(NC1=C(C=CC=C1)C1=CC=CC=C1)=O (Biphenyl-2-ylcarbamic Acid 1-[2-(Benzylmethylamino)ethyl]piperidin-4-yl Ester). RXN SMILES: [CH2:1](N(C)CCO)[C:2]1[CH:7]=[CH:6][CH:5]=[CH:4][CH:3]=1.[NH:13]1[CH2:18][CH2:17][CH:16]([O:19][C:20](=[O:34])[NH:21][C:22]2[CH:27]=[CH:26][CH:25]=[CH:24][C:23]=2[C:28]2[CH:33]=[CH:32][CH:31]=[CH:30][CH:29]=2)[CH2:15][CH2:14]1>>[CH2:1]([CH2:18][NH:13][CH2:14][CH2:15][N:13]1[CH2:14][CH2:15][CH:16]([O:19][C:20](=[O:34])[NH:21][C:22]2[CH:27]=[CH:26][CH:25]=[CH:24][C:23]=2[C:28]2[CH:33]=[CH:32][CH:31]=[CH:30][CH:29]=2)[CH2:17][CH2:18]1)[C:2]1[CH:3]=[CH:4][CH:5]=[CH:6][CH:7]=1. Procedure: The title compound was prepared by mesylation of N-benzyl-N-methyl ethanolamine, which was then reacted with biphenyl-2-ylcarbamic acid piperidin-4-yl ester in an alkylation reaction.